This data is from the Open Reaction Database (ORD), a public repository of structured organic reaction records. The task is: describe an organic reaction: reactants, conditions, products, and yield The reactants are NC[C@H]1CN([C@@H]2CC3=CNC4=CC=CC([C@H]2C1)=C34)C (8β-aminomethyl-6-methyl-ergoline), C(C=C)(=O)OC (methyl acrylate). Run in CO (methanol). The product is CN1C[C@@H](C[C@@H]2C=3C=CC=C4NC=C(C[C@@H]12)C34)CNCCC(=O)OC (6-methyl-8β-[N-(2-methoxycarbonylethyl)-aminomethyl]-ergoline). As a reaction SMILES: [NH2:1][CH2:2][C@@H:3]1[CH2:17][C@H:16]2[C@@H:6]([CH2:7][C:8]3[C:18]4[C:11](=[CH:12][CH:13]=[CH:14][C:15]2=4)[NH:10][CH:9]=3)[N:5]([CH3:19])[CH2:4]1.[C:20]([O:24][CH3:25])(=[O:23])[CH:21]=[CH2:22]>CO>[CH3:19][N:5]1[C@H:6]2[C@@H:16]([C:15]3[CH:14]=[CH:13][CH:12]=[C:11]4[C:18]=3[C:8]([CH2:7]2)=[CH:9][NH:10]4)[CH2:17][C@@H:3]([CH2:2][NH:1][CH2:22][CH2:21][C:20]([O:24][CH3:25])=[O:23])[CH2:4]1. Reported procedure: A mixture of 5.1 g of 8β-aminomethyl-6-methyl-ergoline and 1.8 ml of methyl acrylate in 100 ml of methanol was refluxed for four hours. The solvent was evaporated off under reduced pressure, and the residue was crystallized from diethyl ether to give 6 g of 6-methyl-8β-[N-(2-methoxycarbonylethyl)-aminomethyl]-ergoline (II: R1 =R2 =R3 =R7 =R8 =H, R4 =CH3, n=1, A=CH2 --CHR6, R6 =H, B=COOCH3) melting at 130°-132° C. To a solution of 2.86 g of potassium cyanate in 30 ml of water, a solution of 6 g o... Starting materials: CC(=O)O, CCOC(C)=O, O=[N+]([O-])c1c(F)cc(Cl)c2nc(Cl)sc12, [Fe]. The product is Nc1c(F)cc(Cl)c2nc(Cl)sc12. As a reaction SMILES: [CH3:16][C:17](=[O:18])[OH:19].[CH3:20][CH2:21][O:22][C:23](=[O:24])[CH3:25].[Cl:1][c:2]1[s:3][c:4]2[c:5]([n:6]1)[c:7]([Cl:15])[cH:8][c:9]([F:14])[c:10]2[N+:11]([O-:12])=[O:13].[Fe:26]>>[Cl:1][c:2]1[s:3][c:4]2[c:5]([n:6]1)[c:7]([Cl:15])[cH:8][c:9]([F:14])[c:10]2[NH2:11]. Starting materials: CC[N+](CC)(CC)S(=O)(=O)N=C([O-])OC (Burgess reagent), N1(CCOCC1)C(=O)N1CC(CC(C1)C1=CC=C(C=C1)C(F)(F)F)C(=O)N (1-(Morpholin-4-ylcarbonyl)-5-[4-(trifluoromethyl)phenyl]piperidine-3-carboxamide). Run in O1CCCC1 (tetrahydrofuran). Conditions: temperature 70 celsius, time 1 hour. Yields the product N1(CCOCC1)C(=O)N1CC(CC(C1)C1=CC=C(C=C1)C(F)(F)F)C#N (1-(Morpholin-4-ylcarbonyl)-5-[4-(trifluoromethyl)phenyl]piperidine-3-carbonitrile). Reaction SMILES: CC[N+](S(N=C(OC)[O-])(=O)=O)(CC)CC.[N:16]1([C:22]([N:24]2[CH2:29][CH:28]([C:30]3[CH:35]=[CH:34][C:33]([C:36]([F:39])([F:38])[F:37])=[CH:32][CH:31]=3)[CH2:27][CH:26]([C:40]([NH2:42])=O)[CH2:25]2)=[O:23])[CH2:21][CH2:20][O:19][CH2:18][CH2:17]1>O1CCCC1>[N:16]1([C:22]([N:24]2[CH2:29][CH:28]([C:30]3[CH:35]=[CH:34][C:33]([C:36]([F:37])([F:38])[F:39])=[CH:32][CH:31]=3)[CH2:27][CH:26]([C:40]#[N:42])[CH2:25]2)=[O:23])[CH2:21][CH2:20][O:19][CH2:18][CH2:17]1. Procedure: Under argon, 3.83 g (16.1 mmol) of Burgess reagent were added to a solution of 4.42 g (11.5 mmol) of the compound from Example 82A in 208 ml of tetrahydrofuran. The mixture was stirred at 70° C. for 1 h. For work-up, the solvent was removed under reduced pressure and the residue was taken up in ethyl acetate. The organic phase was washed successively with water and saturated aqueous sodium chloride solution, dried over magnesium sulphate and concentrated. Yield: 4.19 g (99% of theory) The reactants are CC(CC1(C=CCC=C1)C1=CC=CC=C1)O (α-methyl-1-phenyl-2,5-cyclohexadien-1-ethanol), S(=O)(=O)(C)Cl (mesyl chloride), ice water. The solvent is N1=CC=CC=C1 (pyridine). Reaction conditions: time 2 hour. The product is CC(CC1(C=CCC=C1)C1=CC=CC=C1)OS(=O)(=O)C (methanesulfonic acid 1-methyl-2-(1-phenyl-2,5-cyclohexadien-1-yl)-ethyl ester). RXN SMILES: [CH3:1][CH:2]([OH:16])[CH2:3][C:4]1([C:10]2[CH:15]=[CH:14][CH:13]=[CH:12][CH:11]=2)[CH:9]=[CH:8][CH2:7][CH:6]=[CH:5]1.[S:17](Cl)([CH3:20])(=[O:19])=[O:18]>N1C=CC=CC=1>[CH3:1][CH:2]([O:16][S:17]([CH3:20])(=[O:19])=[O:18])[CH2:3][C:4]1([C:10]2[CH:15]=[CH:14][CH:13]=[CH:12][CH:11]=2)[CH:5]=[CH:6][CH2:7][CH:8]=[CH:9]1. Reported procedure: 8 g. of α-methyl-1-phenyl-2,5-cyclohexadien-1-ethanol are dissolved in 50 ml. of pyridine and 6.4 g. of mesyl chloride are added dropwise at 0°-5° C. After stirring at room temperature for 2 hours, the mixture is worked-up as follows: The mixture is treated with ice-water and extracted with ether. The ether phase is washed with 3 N aqueous hydrochloric acid, then washed neutral, dried and concentrated. The crude product obtained is chromatographed on 100 g. of silica gel with ether/petroleum eth... The reactants are C(CC#N)#N (Malononitrile), BrCCCC (1-bromobutane), [OH-].[Na+] (sodium hydroxide). The reagents and catalysts are [Cl-].C(CCCCCCC)(=O)C(C(CCCCCCC)=O)(C(CCCCCCC)=O)[NH3+] (tricaprylylmethylammonium chloride). The solvent is O (water). Conditions: temperature 50 celsius, time 2 hour. Yields the product recovered1-bromobutane, C(#N)C(CCCC)(CCCC)C#N (5,5-dicyanononane). The yield is 52.3%. As a reaction SMILES: [C:1](#[N:5])[CH2:2][C:3]#[N:4].Br[CH2:7][CH2:8][CH2:9][CH3:10].[OH-].[Na+]>[Cl-].C(C([NH3+])(C(=O)CCCCCCC)C(=O)CCCCCCC)(=O)CCCCCCC.O>[C:3]([C:2]([C:1]#[N:5])([CH2:7][CH2:8][CH2:9][CH3:10])[CH2:7][CH2:8][CH2:9][CH3:10])#[N:4] |f:2.3,4.5|. Procedure details: Malononitrile (128 g, 1.94 moles) was added dropwise to a mixture of 500 g (3.65 moles) of 1-bromobutane, 10 g of tricaprylylmethylammonium chloride,146 g (3.63 moles) of sodium hydroxide and 450 ml of water. The addition rate was controlled such that the temperature was maintained at 45°-50° C. After the addition was complete, the mixture was stirred for two hours longer at 50° C. The organic layer was separated and washed twice with 300 ml portions of saturated aqueous sodium chloride. The pro... The reactants are O=C([O-])[O-], CN(C)P(=O)(N(C)C)N(C)C, Clc1ccc(CCCCCCCCCCCCCBr)cc1, [K+], [K+], CCOC(=O)C=Cc1ccc(N)cc1, O. Product: CCOC(=O)C=Cc1ccc(NCCCCCCCCCCCCCc2ccc(Cl)cc2)cc1. Reaction SMILES: [C:36](=[O:37])([O-:38])[O-:39].[CH3:42][N:43]([P:44]([N:45]([CH3:46])[CH3:47])([N:48]([CH3:49])[CH3:50])=[O:51])[CH3:52].[Cl:15][c:16]1[cH:17][cH:18][c:19]([CH2:22][CH2:23][CH2:24][CH2:25][CH2:26][CH2:27][CH2:28][CH2:29][CH2:30][CH2:31][CH2:32][CH2:33][CH2:34][Br:35])[cH:20][cH:21]1.[K+:40].[K+:41].[NH2:1][c:2]1[cH:3][cH:4][c:5]([CH:6]=[CH:7][C:8](=[O:9])[O:10][CH2:11][CH3:12])[cH:13][cH:14]1.[OH2:53]>>[NH:1]([c:2]1[cH:3][cH:4][c:5]([CH:6]=[CH:7][C:8](=[O:9])[O:10][CH2:11][CH3:12])[cH:13][cH:14]1)[CH2:34][CH2:33][CH2:32][CH2:31][CH2:30][CH2:29][CH2:28][CH2:27][CH2:26][CH2:25][CH2:24][CH2:23][CH2:22][c:19]1[cH:18][cH:17][c:16]([Cl:15])[cH:21][cH:20]1.